The task is: describe an organic reaction: reactants, conditions, products, and yield. This data is from the Open Reaction Database (ORD), a public repository of structured organic reaction records. The reactants are COC(=O)c1cccc2cc(C)sc12, ClC(Cl)Cl, [Cl-], [Cl-], Cl, [Zn+2]. Yields the product COC(=O)c1cccc2c(CCl)c(C)sc12. As a reaction SMILES: [CH3:2][O:3][C:4](=[O:5])[c:6]1[cH:7][cH:8][cH:9][c:10]2[c:11]1[s:12][c:13]([CH3:15])[cH:14]2.[CH:16]([Cl:17])([Cl:18])[Cl:19].[Cl-:20].[Cl-:22].[ClH:1].[Zn+2:21]>>[CH3:2][O:3][C:4](=[O:5])[c:6]1[cH:7][cH:8][cH:9][c:10]2[c:11]1[s:12][c:13]([CH3:15])[c:14]2[CH2:16][Cl:17]. The product is CC(=CC(=O)Nc1cccc2cnccc12)c1ccc(C(F)(F)F)cc1. Reactants: O=C(Cl)C(=O)Cl, ClCCl, CC(=CC(=O)O)c1ccc(C(F)(F)F)cc1, [H-], Nc1cccc2cnccc12, [Na+], CN(C)C=O. RXN SMILES: [Cl:17][C:18]([C:19]([Cl:20])=[O:21])=[O:22].[Cl:36][CH2:37][Cl:38].[F:1][C:2]([c:3]1[cH:4][cH:5][c:6]([C:9](=[CH:10][C:11](=[O:12])[OH:13])[CH3:14])[cH:7][cH:8]1)([F:15])[F:16].[H-:35].[NH2:23][c:24]1[c:25]2[cH:26][cH:27][n:28][cH:29][c:30]2[cH:31][cH:32][cH:33]1.[Na+:34].[O:39]=[CH:40][N:41]([CH3:42])[CH3:43]>>[F:1][C:2]([c:3]1[cH:4][cH:5][c:6]([C:9](=[CH:10][C:11](=[O:13])[NH:23][c:24]2[c:25]3[cH:26][cH:27][n:28][cH:29][c:30]3[cH:31][cH:32][cH:33]2)[CH3:14])[cH:7][cH:8]1)([F:15])[F:16].